From a dataset of the Open Reaction Database (ORD), a public repository of structured organic reaction records. describe an organic reaction: reactants, conditions, products, and yield Reactants: CCO, CO, O=C(Nc1ccc(F)c(Cl)c1)c1nonc1CCCN1CCOCC1, ClP(Cl)(Cl)(Cl)Cl, NO, c1ccccc1. Yields the product ON=C(Nc1ccc(F)c(Cl)c1)c1nonc1CCCN1CCOCC1. Reaction SMILES: [CH3:40][CH2:41][OH:42].[CH3:43][OH:44].[Cl:1][c:2]1[cH:3][c:4]([NH:9][C:10](=[O:11])[c:12]2[n:13][o:14][n:15][c:16]2[CH2:17][CH2:18][CH2:19][N:20]2[CH2:21][CH2:22][O:23][CH2:24][CH2:25]2)[cH:5][cH:6][c:7]1[F:8].[Cl:26][P:27]([Cl:28])([Cl:29])([Cl:30])[Cl:31].[NH2:32][OH:33].[cH:34]1[cH:35][cH:36][cH:37][cH:38][cH:39]1>>[Cl:1][c:2]1[cH:3][c:4]([NH:9][C:10]([c:12]2[n:13][o:14][n:15][c:16]2[CH2:17][CH2:18][CH2:19][N:20]2[CH2:21][CH2:22][O:23][CH2:24][CH2:25]2)=[N:32][OH:33])[cH:5][cH:6][c:7]1[F:8]. Starting materials: NC1=CC(N(C(N1)=O)CCC)=O (6-amino-3-propyl-1,3-dihydropyrimidine-2,4-dione), N(=O)[O-].[Na+] (sodium nitrite). Run in C(C)(=O)O.O (acetic acid water). Run at temperature 70 celsius, time 45 minute. Yields the product NC1=C(C(N(C(N1)=O)CCC)=O)N=O (6-amino-5-nitroso-3-propyl-1,3-dihydropyrimidine-2,4-dione). RXN SMILES: [NH2:1][C:2]1[NH:7][C:6](=[O:8])[N:5]([CH2:9][CH2:10][CH3:11])[C:4](=[O:12])[CH:3]=1.[N:13]([O-])=[O:14].[Na+]>C(O)(=O)C.O>[NH2:1][C:2]1[NH:7][C:6](=[O:8])[N:5]([CH2:9][CH2:10][CH3:11])[C:4](=[O:12])[C:3]=1[N:13]=[O:14] |f:1.2,3.4|. Procedure: To a solution of 6-amino-3-propyl-1,3-dihydropyrimidine-2,4-dione (5.6 g) in a mixture of 50% acetic acid/water (160 ml) at 70° C. was added sodium nitrite (4.5 g) in portions over a period of 15 minutes. The mixture was stirred at 70° C. for 45 minutes, then the reaction mixture concentrated to a low volume under reduced pressure. The solid was filtered off, and washed with water, to provide 6-amino-5-nitroso-3-propyl-1,3-dihydropyrimidine-2,4-dione, a compound of formula (11). Reactants: NC1=C(C(=NC2=CC=CC(=C12)OCC(C(=O)O)(C)C)C)C(=O)OCC (3-((4-amino-3-(ethoxycarbonyl)-2-methylquinolin-5-yl)oxy)-2,2-dimethylpropanoic acid), N1=CC=C(C=C1)CN (pyridin-4-ylmethanamine). The product is NC1=C(C(=NC2=CC=CC(=C12)OCC(C(NCC1=CC=NC=C1)=O)(C)C)C)C(=O)OCC (ethyl 4-amino-5-(2,2-dimethyl-3-oxo-3-((pyridin-4-ylmethyl)amino)propoxy)-2-methylquinoline-3-carboxylate). RXN SMILES: [NH2:1][C:2]1[C:11]2[C:6](=[CH:7][CH:8]=[CH:9][C:10]=2[O:12][CH2:13][C:14]([CH3:19])([CH3:18])[C:15](O)=[O:16])[N:5]=[C:4]([CH3:20])[C:3]=1[C:21]([O:23][CH2:24][CH3:25])=[O:22].[N:26]1[CH:31]=[CH:30][C:29]([CH2:32][NH2:33])=[CH:28][CH:27]=1>>[NH2:1][C:2]1[C:11]2[C:6](=[CH:7][CH:8]=[CH:9][C:10]=2[O:12][CH2:13][C:14]([CH3:18])([CH3:19])[C:15](=[O:16])[NH:33][CH2:32][C:29]2[CH:30]=[CH:31][N:26]=[CH:27][CH:28]=2)[N:5]=[C:4]([CH3:20])[C:3]=1[C:21]([O:23][CH2:24][CH3:25])=[O:22]. Procedure details: Prepared as in Example 24a from 3-((4-amino-3-(ethoxycarbonyl)-2-methylquinolin-5-yl)oxy)-2,2-dimethylpropanoic acid (Example 47b) and pyridin-4-ylmethanamine as a brown solid (43%). MS 437 (MH+). Reactants: ClCCl, COc1cc(C(O)c2ccccc2)cc([N+](=O)[O-])c1OC, O=[Cr](=O)([O-])Cl, c1cc[nH+]cc1. The product is COc1cc(C(=O)c2ccccc2)cc([N+](=O)[O-])c1OC. As a reaction SMILES: [CH2:33]([Cl:34])[Cl:35].[CH3:1][O:2][c:3]1[cH:4][c:5]([CH:6]([c:7]2[cH:8][cH:9][cH:10][cH:11][cH:12]2)[OH:13])[cH:14][c:15]([N+:19](=[O:20])[O-:21])[c:16]1[O:17][CH3:18].[O:22]=[Cr:23]([Cl:24])([O-:25])=[O:26].[nH+:27]1[cH:28][cH:29][cH:30][cH:31][cH:32]1>>[CH3:1][O:2][c:3]1[cH:4][c:5]([C:6]([c:7]2[cH:8][cH:9][cH:10][cH:11][cH:12]2)=[O:13])[cH:14][c:15]([N+:19](=[O:20])[O-:21])[c:16]1[O:17][CH3:18]. Reactants: OCc1ccc(-n2cc3cc(Cc4ccccc4)ccc3n2)c(F)c1, C[N+]1([O-])CCOCC1, CCC[N+](CCC)(CCC)CCC, ClCCl, O=[Ru](=O)(=O)[O-]. Product: O=Cc1ccc(-n2cc3cc(Cc4ccccc4)ccc3n2)c(F)c1. As a reaction SMILES: [CH2:1]([c:2]1[cH:3][cH:4][cH:5][cH:6][cH:7]1)[c:8]1[cH:9][c:10]2[cH:11][n:12](-[c:17]3[c:18]([F:25])[cH:19][c:20]([CH2:23][OH:24])[cH:21][cH:22]3)[n:13][c:14]2[cH:15][cH:16]1.[CH3:26][N+:27]1([O-:28])[CH2:29][CH2:30][O:31][CH2:32][CH2:33]1.[CH3:37][CH2:38][CH2:39][N+:40]([CH2:41][CH2:42][CH3:43])([CH2:44][CH2:45][CH3:46])[CH2:47][CH2:48][CH3:49].[Cl:34][CH2:35][Cl:36].[O:50]=[Ru:51](=[O:52])([O-:53])=[O:54]>>[CH2:1]([c:2]1[cH:3][cH:4][cH:5][cH:6][cH:7]1)[c:8]1[cH:9][c:10]2[cH:11][n:12](-[c:17]3[c:18]([F:25])[cH:19][c:20]([CH:23]=[O:24])[cH:21][cH:22]3)[n:13][c:14]2[cH:15][cH:16]1. Starting materials: C1(CC=CC2=CC=CC=C12)=C1C(=O)OC(CCC1)=O (2-(1-naphthylidene)adipic anhydride), N1CCOCC1 (morpholine). Run in C(Cl)Cl (methylene chloride). Reaction conditions: time 14 hour. Product: O1CCN(CC1)C(=O)CCCC(C(=O)O)=C1CC=CC2=CC=CC=C12 (5-morpholinocarbonyl-2-(1-naphthylidene)pentanoic acid). Isolated yield 19.9%. Reaction SMILES: [C:1]1(=[C:11]2[CH2:18][CH2:17][CH2:16][C:15](=[O:19])[O:14][C:12]2=[O:13])[C:10]2[C:5](=[CH:6][CH:7]=[CH:8][CH:9]=2)[CH:4]=[CH:3][CH2:2]1.[NH:20]1[CH2:25][CH2:24][O:23][CH2:22][CH2:21]1>C(Cl)Cl>[O:23]1[CH2:24][CH2:25][N:20]([C:15]([CH2:16][CH2:17][CH2:18][C:11](=[C:1]2[C:10]3[C:5](=[CH:6][CH:7]=[CH:8][CH:9]=3)[CH:4]=[CH:3][CH2:2]2)[C:12]([OH:14])=[O:13])=[O:19])[CH2:21][CH2:22]1. Procedure: To a solution of 4.4 g (16.5 mmole) of 2-(1-naphthylidene)adipic anhydride (prepared as described above) dissolved in 80 ml of methylene chloride were added 1.58 ml (18.2 mmole) of morpholine, and the mixture was stirred at room temperature for 14 hours. At the end of this time, the reaction mixture was washed, in turn, with a 5% w/v aqueous solution of citric acid and with a saturated aqueous solution of sodium chloride and dried over anhydrous sodium sulfate. The mixture was then freed from th... Yields the product NCc1ccc(C(=O)NC2CCCCCC2)c(F)c1. Reaction SMILES: [C:1](#[N:2])[c:3]1[cH:4][c:5]([F:19])[c:6]([C:7](=[O:8])[NH:9][CH:10]2[CH2:11][CH2:12][CH2:13][CH2:14][CH2:15][CH2:16]2)[cH:17][cH:18]1.[CH3:20][CH2:21][OH:22].[CH3:26][C:27](=[O:28])[OH:29].[H:24][H:25].[OH2:23]>>[CH2:1]([NH2:2])[c:3]1[cH:4][c:5]([F:19])[c:6]([C:7](=[O:8])[NH:9][CH:10]2[CH2:11][CH2:12][CH2:13][CH2:14][CH2:15][CH2:16]2)[cH:17][cH:18]1. Starting materials: N#Cc1ccc(C(=O)NC2CCCCCC2)c(F)c1, CCO, CC(=O)O, [H][H], O.